The task is: describe an organic reaction: reactants, conditions, products, and yield. This data is from the Open Reaction Database (ORD), a public repository of structured organic reaction records. Reactants: C1(=CC=CC=C1)/C(=C\1/CNCC1)/C=1C=C(C=CC1)C ((Z)-3-(phenyl(m-tolyl)methylene)pyrrolidine), [H][H] (hydrogen). Reagents/catalysts: [Pd] (Pd/C). The solvent is CO (methanol). The product is C1(=CC=CC=C1)C(C1CNCC1)C=1C=C(C=CC1)C (3-(phenyl(m-tolyl)methyl)pyrrolidine). Yield: 74.1%. RXN SMILES: [C:1]1(/[C:7](/[C:13]2[CH:14]=[C:15]([CH3:19])[CH:16]=[CH:17][CH:18]=2)=[C:8]2/[CH2:9][NH:10][CH2:11][CH2:12]/2)[CH:6]=[CH:5][CH:4]=[CH:3][CH:2]=1.[H][H]>CO.[Pd]>[C:1]1([CH:7]([C:13]2[CH:14]=[C:15]([CH3:19])[CH:16]=[CH:17][CH:18]=2)[CH:8]2[CH2:12][CH2:11][NH:10][CH2:9]2)[CH:2]=[CH:3][CH:4]=[CH:5][CH:6]=1. Procedure details: To a solution of (Z)-3-(phenyl(m-tolyl)methylene)pyrrolidine (4.0 g, 16.1 mmol) in methanol (40 mL) at room temperature was added 10% Pd/C (9.5 g) and the contents were hydrogenated at 50 psi hydrogen atmosphere and at room temperature for 12 h. The reaction mixture was filtered through celite bed and the bed was washed with methanol. The filtrate was concentrated under reduced pressure to afford 3.0 g of 3-(phenyl(m-tolyl)methyl)pyrrolidine.